Dataset: the Open Reaction Database (ORD), a public repository of structured organic reaction records. Task: describe an organic reaction: reactants, conditions, products, and yield Starting materials: COc1cc(N2CCOCC2)ccc1Nc1nc(Cl)ncc1Cl, Nc1ccc2c(c1)CCN(CC(O)C(F)(F)F)CC2. The product is COc1cc(N2CCOCC2)ccc1Nc1nc(Nc2ccc3c(c2)CCN(CC(O)C(F)(F)F)CC3)ncc1Cl. RXN SMILES: [Cl:20][c:21]1[n:22][cH:23][c:24]([Cl:42])[c:25]([NH:27][c:28]2[c:29]([O:40][CH3:41])[cH:30][c:31]([N:34]3[CH2:35][CH2:36][O:37][CH2:38][CH2:39]3)[cH:32][cH:33]2)[n:26]1.[NH2:1][c:2]1[cH:3][c:4]2[c:5]([cH:18][cH:19]1)[CH2:6][CH2:7][N:8]([CH2:11][CH:12]([C:13]([F:14])([F:15])[F:16])[OH:17])[CH2:9][CH2:10]2>>[NH:1]([c:2]1[cH:3][c:4]2[c:5]([cH:18][cH:19]1)[CH2:6][CH2:7][N:8]([CH2:11][CH:12]([C:13]([F:14])([F:15])[F:16])[OH:17])[CH2:9][CH2:10]2)[c:21]1[n:22][cH:23][c:24]([Cl:42])[c:25]([NH:27][c:28]2[c:29]([O:40][CH3:41])[cH:30][c:31]([N:34]3[CH2:35][CH2:36][O:37][CH2:38][CH2:39]3)[cH:32][cH:33]2)[n:26]1. Starting materials: ClC=1C=C(CN2C(=CC3=CC(=CC=C23)O)C(=O)OCC)C=CC1Cl (ethyl N-(3,4-dichlorobenzyl)-5-hydroxyindole-2-carboxylate), CNC (dimetylamine), C=O (formaldehyde). Solvent: C(C)O (ethanol). Run at time 8 hour. The product is ClC=1C=C(CN2C(=CC3=C(C(=CC=C23)O)CN(C)C)C(=O)OCC)C=CC1Cl (Ethyl N-(3,4-dichlorobenzyl)-4-dimethylaminomethyl-5-hydroxyindole-2-carboxylate). Isolated yield 70.0%. RXN SMILES: [Cl:1][C:2]1[CH:3]=[C:4]([CH:21]=[CH:22][C:23]=1[Cl:24])[CH2:5][N:6]1[C:14]2[C:9](=[CH:10][C:11]([OH:15])=[CH:12][CH:13]=2)[CH:8]=[C:7]1[C:16]([O:18][CH2:19][CH3:20])=[O:17].[CH3:25][NH:26][CH3:27].[CH2:28]=O>C(O)C>[Cl:1][C:2]1[CH:3]=[C:4]([CH:21]=[CH:22][C:23]=1[Cl:24])[CH2:5][N:6]1[C:14]2[C:9](=[C:10]([CH2:25][N:26]([CH3:28])[CH3:27])[C:11]([OH:15])=[CH:12][CH:13]=2)[CH:8]=[C:7]1[C:16]([O:18][CH2:19][CH3:20])=[O:17]. Procedure details: To a stirred solution of ethyl N-(3,4-dichlorobenzyl)-5-hydroxyindole-2-carboxylate (2.1 g) in ethanol (50 ml) was added successively aqueous dimetylamine (40%, 0.5 ml) and aqueous formaldehyde (0.5 ml). The solution was allowed to stand overnight and the resulting crystals filtered and dried in vacuo to give the product as pale yellow crystals (1.7 g, 70%); NMR δ(CD3SOCD3) 1.24 (t, 3H), 2.23 (s, 6H), 3.81 (s, 2H), 4.24 (q, 2H), 5.75 (s, 2H), 6.82 (d, 1H), 6.90 (dd, 1H), 7.30 (m, 3H), 7.50 (d, 1... Starting materials: COC(=O)c1cc(Oc2ccc(C(=O)N(C)C)nc2)c2c(c1)OC(C)(C)C2, COC(=O)c1cc(O)c2c(c1)OC(C)(C)C2, O=C(c1ccc(Br)cn1)N1CCC1. The product is COC(=O)c1cc(Oc2ccc(C(=O)N3CCC3)nc2)c2c(c1)OC(C)(C)C2. RXN SMILES: [CH3:1][O:2][C:3](=[O:4])[c:5]1[cH:6][c:7]2[c:8]([c:14]([O:16][c:17]3[cH:18][n:19][c:20]([C:23]([N:24]([CH3:25])[CH3:26])=[O:27])[cH:21][cH:22]3)[cH:15]1)[CH2:9][C:10]([CH3:12])([CH3:13])[O:11]2.[CH3:41][O:42][C:43]([c:44]1[cH:45][c:46]([OH:47])[c:48]2[c:54]([cH:55]1)[O:53][C:50]([CH3:51])([CH3:52])[CH2:49]2)=[O:56].[N:28]1([C:30]([c:31]2[cH:32][cH:33][c:34]([Br:35])[cH:36][n:37]2)=[O:38])[CH2:29][CH2:40][CH2:39]1>>[CH3:1][O:2][C:3](=[O:4])[c:5]1[cH:6][c:7]2[c:8]([c:14]([O:16][c:17]3[cH:18][n:19][c:20]([C:23]([N:24]4[CH2:25][CH2:29][CH2:26]4)=[O:27])[cH:21][cH:22]3)[cH:15]1)[CH2:9][C:10]([CH3:12])([CH3:13])[O:11]2. Starting materials: C1(=CC=CC=C1)C=1N=C(OC1C1=CC=CC=C1)C1NCCC1 (2-(4,5-diphenyloxazol-2-yl)pyrrolidine), [Si](C1=CC=CC=C1)(C1=CC=CC=C1)(C(C)(C)C)OC1=C2CCC(CC2=CC=C1)=O (5-tert-butyldiphenylsilyloxy-2-oxo-1,2,3,4-tetrahydronaphthalene), C(C)(=O)OCC (ethyl acetate), [BH3-]C#N.[Na+] (NaBH3CN). The solvent is CO (methanol), C(C)(=O)O (acetic acid), O (water). Reaction conditions: time 2 hour. Product: C1(=CC=CC=C1)C=1N=C(OC1C1=CC=CC=C1)C1N(CCC1)C1CC2=CC=CC(=C2CC1)O[Si](C1=CC=CC=C1)(C1=CC=CC=C1)C(C)(C)C (2-[2-(4,5-diphenyloxazol-2-yl)pyrrolidin-1-yl]-5-tert-butyldiphenylsilyloxy-1,2,3,4-tetrahydronaphthalen). Yield: 99.7%. Reaction SMILES: [C:1]1([C:7]2[N:8]=[C:9]([CH:18]3[CH2:22][CH2:21][CH2:20][NH:19]3)[O:10][C:11]=2[C:12]2[CH:17]=[CH:16][CH:15]=[CH:14][CH:13]=2)[CH:6]=[CH:5][CH:4]=[CH:3][CH:2]=1.[Si:23]([O:40][C:41]1[CH:50]=[CH:49][CH:48]=[C:47]2[C:42]=1[CH2:43][CH2:44][C:45](=O)[CH2:46]2)([C:36]([CH3:39])([CH3:38])[CH3:37])([C:30]1[CH:35]=[CH:34][CH:33]=[CH:32][CH:31]=1)[C:24]1[CH:29]=[CH:28][CH:27]=[CH:26][CH:25]=1.[BH3-]C#N.[Na+].C(OCC)(=O)C>CO.C(O)(=O)C.O>[C:1]1([C:7]2[N:8]=[C:9]([CH:18]3[CH2:22][CH2:21][CH2:20][N:19]3[CH:45]3[CH2:44][CH2:43][C:42]4[C:47](=[CH:48][CH:49]=[CH:50][C:41]=4[O:40][Si:23]([C:36]([CH3:39])([CH3:38])[CH3:37])([C:30]4[CH:35]=[CH:34][CH:33]=[CH:32][CH:31]=4)[C:24]4[CH:25]=[CH:26][CH:27]=[CH:28][CH:29]=4)[CH2:46]3)[O:10][C:11]=2[C:12]2[CH:17]=[CH:16][CH:15]=[CH:14][CH:13]=2)[CH:2]=[CH:3][CH:4]=[CH:5][CH:6]=1 |f:2.3|. Reported procedure: To a solution of 2-(4,5-diphenyloxazol-2-yl)pyrrolidine (0.6 g) and 5-tert-butyldiphenylsilyloxy-2-oxo-1,2,3,4-tetrahydronaphthalene (0.5 g) in a mixture of methanol (10 ml) and acetic acid (2 ml) was added NaBH3CN (250 mg) at room temperature. After being stirred for 2 hours at the same temperature, the mixture was poured into the mixture of ethyl acetate and water. The organic layer was washed with water and brine, dried over MgSO4, and evaporated in vacuo. The residue was purified by chromato... Starting materials: N1C(=NC=C1)CN1C2=C(OCC1=O)N=C(C(=C2)C2=CC=CC=C2)C2=CC=C(C=C2)C2(CCC2)N (1-((1H-imidazol-2-yl)methyl)-6-(4-(1-aminocyclobutyl)phenyl)-7-phenyl-1H-pyrido[2,3-b][1,4]oxazin-2(3H)-one), C(C)(C)(C)OC(NC1(CCC1)C1=CC=C(C=C1)C=1C(=CC2=C(OCC(N2CC2(COC2)C)=O)N1)C1=CC=CC=C1)=O (tert-butyl(1-(4-(1-((3-methyloxetan-3-yl)methyl)-2-oxo-7-phenyl-2,3-dihydro-1H-pyrido[2,3-b][1,4]oxazin-6-yl)phenyl)cyclobutyl)carbamate). The product is NC1(CCC1)C1=CC=C(C=C1)C=1C(=CC2=C(OCC(N2CC(CO)(C)CO)=O)N1)C1=CC=CC=C1 (6-(4-(1-aminocyclobutyl)phenyl)-1-(3-hydroxy-2-(hydroxymethyl)-2-methylpropyl)-7-phenyl-1H-pyrido[2,3-b][1,4]oxazin-2(3H)-one). The yield is 79.0%. As a reaction SMILES: N1C=CN=C1CN1C(=O)C[O:10][C:9]2N=C(C3C=CC(C4(N)CCC4)=CC=3)C(C3C=CC=CC=3)=CC1=2.C(OC(=O)[NH:41][C:42]1([C:46]2[CH:51]=[CH:50][C:49]([C:52]3[C:53]([C:69]4[CH:74]=[CH:73][CH:72]=[CH:71][CH:70]=4)=[CH:54][C:55]4[N:60]([CH2:61][C:62]5([CH3:66])C[O:64][CH2:63]5)[C:59](=[O:67])[CH2:58][O:57][C:56]=4[N:68]=3)=[CH:48][CH:47]=2)[CH2:45][CH2:44][CH2:43]1)(C)(C)C>>[NH2:41][C:42]1([C:46]2[CH:47]=[CH:48][C:49]([C:52]3[C:53]([C:69]4[CH:70]=[CH:71][CH:72]=[CH:73][CH:74]=4)=[CH:54][C:55]4[N:60]([CH2:61][C:62]([CH2:9][OH:10])([CH3:66])[CH2:63][OH:64])[C:59](=[O:67])[CH2:58][O:57][C:56]=4[N:68]=3)=[CH:50][CH:51]=2)[CH2:45][CH2:44][CH2:43]1. Procedure: Following the procedure for 1-((1H-imidazol-2-yl)methyl)-6-(4-(1-aminocyclobutyl)phenyl)-7-phenyl-1H-pyrido[2,3-b][1,4]oxazin-2(3H)-one, tert-butyl(1-(4-(1-((3-methyloxetan-3-yl)methyl)-2-oxo-7-phenyl-2,3-dihydro-1H-pyrido[2,3-b][1,4]oxazin-6-yl)phenyl)cyclobutyl)carbamate (16 mg, 0.03 mmol) was reacted to afford the title compound (16 mg, 79%). LCMS (Method D): RT=0.721 min, M+1=474. 1H NMR (500 MHz, MeOD): 8.03 (1H,S), 7.44-7.38 (4H,m), 7.30-7.24 (5H, m), 4.96 (2H, s), 4.11 (2H, s), 3.47-3.41 ... Starting materials: Brc1nn2ccnc2s1, ClCCl, Oc1ccc(F)cc1. Product: Fc1ccc(Oc2nn3ccnc3s2)cc1. As a reaction SMILES: [Br:1][c:2]1[n:3][n:4]2[c:5]([s:6]1)[n:7][cH:8][cH:9]2.[Cl:18][CH2:19][Cl:20].[F:10][c:11]1[cH:12][cH:13][c:14]([OH:17])[cH:15][cH:16]1>>[c:2]1([O:17][c:14]2[cH:13][cH:12][c:11]([F:10])[cH:16][cH:15]2)[n:3][n:4]2[c:5]([s:6]1)[n:7][cH:8][cH:9]2.